Dataset: the Open Reaction Database (ORD), a public repository of structured organic reaction records. Task: describe an organic reaction: reactants, conditions, products, and yield Starting materials: CCC(NS(=O)C(C)(C)C)c1ccnc(S(C)(=O)=O)c1, CO, Cl, C1COCCO1. Product: CCC(N)c1ccnc(S(C)(=O)=O)c1, Cl. Reaction SMILES: [CH3:1][S:2](=[O:3])(=[O:4])[c:5]1[n:6][cH:7][cH:8][c:9]([CH:11]([CH2:12][CH3:13])[NH:14][S:15]([C:16]([CH3:17])([CH3:18])[CH3:19])=[O:20])[cH:10]1.[CH3:28][OH:29].[ClH:21].[O:22]1[CH2:23][CH2:24][O:25][CH2:26][CH2:27]1>>[CH3:1][S:2](=[O:3])(=[O:4])[c:5]1[n:6][cH:7][cH:8][c:9]([CH:11]([CH2:12][CH3:13])[NH2:14])[cH:10]1.[ClH:21]. The reactants are CCOC(C)=O, CNc1cc(C(=O)OC)ccc1[N+](=O)[O-]. Product: CNc1cc(C(=O)OC)ccc1N. As a reaction SMILES: [CH3:16][CH2:17][O:18][C:19](=[O:20])[CH3:21].[CH3:1][NH:2][c:3]1[cH:4][c:5]([C:6](=[O:7])[O:8][CH3:9])[cH:10][cH:11][c:12]1[N+:13]([O-:14])=[O:15]>>[CH3:1][NH:2][c:3]1[cH:4][c:5]([C:6](=[O:7])[O:8][CH3:9])[cH:10][cH:11][c:12]1[NH2:13]. As a reaction SMILES: [CH3:1][C:2]1[C:6]2[C:7]([OH:19])=[C:8]([C:15]([CH3:18])([CH3:17])[CH3:16])[CH:9]=[C:10]([C:11]([CH3:14])([CH3:13])[CH3:12])[C:5]=2[O:4][C:3]=1C(O)=O.N1C2C(=CC=CC=2)C=CC=1.Cl>C(OCC)(=O)C.[Cu]>[CH3:1][C:2]1[C:6]2[C:7]([OH:19])=[C:8]([C:15]([CH3:18])([CH3:17])[CH3:16])[CH:9]=[C:10]([C:11]([CH3:12])([CH3:14])[CH3:13])[C:5]=2[O:4][CH:3]=1. Reported procedure: A mixture of 3-methyl-4-hydroxy-5,7-di-tert-butylbenzofuran-2-carboxylic acid (0.350 g, 1.14 mmol), quinoline (1.0 mL), and copper powder (0.072 g 1.14 mmol) was heated to 210° C. until gas evolution had ceased. The mixture was cooled, diluted with ethyl acetate (30 mL) and poured into 2N HCl. The biphasic mixture was filtered through a celite pad and the layers separated. The aqueous layer was extracted with ethyl acetate (50 mL) and the combined organic layers dried (Na2SO4) and concentrated. ... Solvent: C(C)(=O)OCC (ethyl acetate). Yields the product CC1=COC2=C1C(=C(C=C2C(C)(C)C)C(C)(C)C)O (3-methyl-4-hydroxy-5,7-di-tert-butylbenzofuran), compound 10b. Run at temperature 210 celsius. The reagents and catalysts are [Cu] (copper). Starting materials: Cl (HCl), CC1=C(OC2=C1C(=C(C=C2C(C)(C)C)C(C)(C)C)O)C(=O)O (3-methyl-4-hydroxy-5,7-di-tert-butylbenzofuran-2-carboxylic acid), N1=CC=CC2=CC=CC=C12 (quinoline). The reactants are CCN1CCCOc2ccc([N+](=O)[O-])cc21, CCO, NN, O. Product: CCN1CCCOc2ccc(N)cc21. As a reaction SMILES: [CH2:1]([CH3:2])[N:3]1[CH2:4][CH2:5][CH2:6][O:7][c:8]2[c:9]1[cH:10][c:11]([N+:14]([O-:15])=[O:16])[cH:12][cH:13]2.[CH3:20][CH2:21][OH:22].[NH2:18][NH2:19].[OH2:17]>>[CH2:1]([CH3:2])[N:3]1[CH2:4][CH2:5][CH2:6][O:7][c:8]2[c:9]1[cH:10][c:11]([NH2:14])[cH:12][cH:13]2. The reactants are [Na] (sodium), C(C1=CC=CC=C1)C=1C=CC2=C(C=C(O2)C2=NC(=C(C=O)C=C2)C)C1 (6-(5-benzylbenzofuran-2-yl)-2-methylnicotinaldehyde), N1CC(C1)C(=O)O (3-azetidinecarboxylic acid), C(C)(=O)O (acetic acid). Solvent: Cl (HCl), CCOCC (Et2O), CO (MeOH). Run at temperature 24 celsius, time 1 hour. Yields the product C(C1=CC=CC=C1)C=1C=CC2=C(C=C(O2)C2=CC=C(C(=N2)C)CN2CC(C2)C(=O)O)C1 (1-((6-(5-Benzylbenzofuran-2-yl)-2-methylpyridin-3-yl)methyl)azetidine-3-carboxylic acid). RXN SMILES: [CH2:1]([C:8]1[CH:9]=[CH:10][C:11]2[O:15][C:14]([C:16]3[CH:23]=[CH:22][C:19]([CH:20]=O)=[C:18]([CH3:24])[N:17]=3)=[CH:13][C:12]=2[CH:25]=1)[C:2]1[CH:7]=[CH:6][CH:5]=[CH:4][CH:3]=1.[NH:26]1[CH2:29][CH:28]([C:30]([OH:32])=[O:31])[CH2:27]1.C(O)(=O)C.[Na]>CO.Cl.CCOCC>[CH2:1]([C:8]1[CH:9]=[CH:10][C:11]2[O:15][C:14]([C:16]3[N:17]=[C:18]([CH3:24])[C:19]([CH2:20][N:26]4[CH2:29][CH:28]([C:30]([OH:32])=[O:31])[CH2:27]4)=[CH:22][CH:23]=3)=[CH:13][C:12]=2[CH:25]=1)[C:2]1[CH:3]=[CH:4][CH:5]=[CH:6][CH:7]=1 |^1:36|. Procedure details: A suspension of 6-(5-benzylbenzofuran-2-yl)-2-methylnicotinaldehyde (160 mg, 489 μmol) and 3-azetidinecarboxylic acid (49.4 mg, 489 μmol) in MeOH (8 mL) and glacial acetic acid (44.0 mg, 733 μmol) was stirred at 24° C. for 1 h, treated with sodium borocyanohydride (15.4 mg, 244 μmol), and stirred for 2 h. The mixture was diluted with 30 mL of 1M HCl in Et2O and evaporated. Purification of the residue by RP-HPLC to give title compound as an off-white solid [hS1P1 EC50=420 nM]. 1H NMR (400 MHz, DM... Reactants: C(CCCCCC=C)(=O)O (oct-7-enoic acid), C[Li] (methyllithium), [H-].[Li+] (lithium hydride). The solvent is CCOCC (ether), CCOCC (ether), CCOCC (ether). Conditions: temperature 0 celsius, time 4.5 hour. Yields the product CC(CCCCCC=C)=O (Non-8-en-2-one). RXN SMILES: [H-].[Li+].[C:3]([OH:12])(=O)[CH2:4][CH2:5][CH2:6][CH2:7][CH2:8][CH:9]=[CH2:10].[CH3:13][Li]>CCOCC>[CH3:13][C:3](=[O:12])[CH2:4][CH2:5][CH2:6][CH2:7][CH2:8][CH:9]=[CH2:10] |f:0.1|. Reported procedure: To a stirred mixture of 11.0 g lithium hydride in 800 ml of anhydrous ether, there was added dropwise 164 g of oct-7-enoic acid (prepared in Example 22 B-2) in 800 ml of anhydrous ether and the mixture was cooled to 0° C. and 650 ml of 2 M methyllithium in ether was added dropwise and then allowed to warm to room temperature and stir for 4.5 hr. This mixture was quenched by pouring the slurry into rapidly stirred 10% aqueous hydrochloric acid (1.2 liter) and wet ice. The resulting mixture was ex... Reactants: CC(=O)OCCNC(=O)C(N)Cc1ccc(OC(F)(F)F)cc1, O=C(O)c1ccc(Oc2ccc(C(F)(F)F)cc2)cc1. The product is CC(=O)OCCNC(=O)C(Cc1ccc(OC(F)(F)F)cc1)NC(=O)c1ccc(Oc2ccc(C(F)(F)F)cc2)cc1. Reaction SMILES: [C:1]([CH3:2])(=[O:3])[O:4][CH2:5][CH2:6][NH:7][C:8]([CH:9]([CH2:10][c:11]1[cH:12][cH:13][c:14]([O:17][C:18]([F:19])([F:20])[F:21])[cH:15][cH:16]1)[NH2:22])=[O:23].[F:24][C:25]([c:26]1[cH:27][cH:28][c:29]([O:30][c:31]2[cH:32][cH:33][c:34]([C:35](=[O:36])[OH:37])[cH:38][cH:39]2)[cH:40][cH:41]1)([F:42])[F:43]>>[C:1]([CH3:2])(=[O:3])[O:4][CH2:5][CH2:6][NH:7][C:8]([CH:9]([CH2:10][c:11]1[cH:12][cH:13][c:14]([O:17][C:18]([F:19])([F:20])[F:21])[cH:15][cH:16]1)[NH:22][C:35]([c:34]1[cH:33][cH:32][c:31]([O:30][c:29]2[cH:28][cH:27][c:26]([C:25]([F:24])([F:42])[F:43])[cH:41][cH:40]2)[cH:39][cH:38]1)=[O:36])=[O:23].